Dataset: the Open Reaction Database (ORD), a public repository of structured organic reaction records. Task: describe an organic reaction: reactants, conditions, products, and yield Solvent: O1CCOCC1 (dioxane), COCCO (2-methoxyethanol). Reactants: ClC1=NC=C(C(=N1)NC1=C(C=CC=C1)C=1N(C=CN1)C)Cl ((2,5-Dichloro-pyrimidin-4-yl)-[2-(1-methyl-1H-imidazol-2-yl)-phenyl]-amine), NC1=CC2=C(NC(CCC2(C)C)=O)C=C1 (7-Amino-5,5-dimethyl-1,3,4,5-tetrahydro-benzo[b]azepin-2-one), Cl (HCl). Product: ClC=1C(=NC(=NC1)NC1=CC2=C(NC(CCC2(C)C)=O)C=C1)NC1=C(C=CC=C1)C=1N(C=CN1)C (7-{5-Chloro-4-[2-(1-methyl-1H-imidazol-2-yl)-phenylamino]-pyrimidin-2-ylamino}-5,5-dimethyl-1,3,4,5-tetrahydro-benzo[b]azepin-2-one). As a reaction SMILES: Cl[C:2]1[N:7]=[C:6]([NH:8][C:9]2[CH:14]=[CH:13][CH:12]=[CH:11][C:10]=2[C:15]2[N:16]([CH3:20])[CH:17]=[CH:18][N:19]=2)[C:5]([Cl:21])=[CH:4][N:3]=1.[NH2:22][C:23]1[CH:36]=[CH:35][C:26]2[NH:27][C:28](=[O:34])[CH2:29][CH2:30][C:31]([CH3:33])([CH3:32])[C:25]=2[CH:24]=1.Cl>O1CCOCC1.COCCO>[Cl:21][C:5]1[C:6]([NH:8][C:9]2[CH:14]=[CH:13][CH:12]=[CH:11][C:10]=2[C:15]2[N:16]([CH3:20])[CH:17]=[CH:18][N:19]=2)=[N:7][C:2]([NH:22][C:23]2[CH:36]=[CH:35][C:26]3[NH:27][C:28](=[O:34])[CH2:29][CH2:30][C:31]([CH3:33])([CH3:32])[C:25]=3[CH:24]=2)=[N:3][CH:4]=1. The yield is 82.5%. Procedure details: Combined (2,5-Dichloro-pyrimidin-4-yl)-[2-(1-methyl-1H-imidazol-2-yl)-phenyl]-amine (82 mg, 0.256 mmol), 7-Amino-5,5-dimethyl-1,3,4,5-tetrahydro-benzo[b]azepin-2-one (63 mg, 0.308 mmol), 4 N HCl in dioxane (80 ul) and 2-methoxyethanol (4 mL). Heated reaction to 120° C. for 6 hours. Evaporated off solvent and purified with normal phase chromatography to yield a light brown solid, 7-{5-Chloro-4-[2-(1-methyl-1H-imidazol-2-yl)-phenylamino]-pyrimidin-2-ylamino}-5,5-dimethyl-1,3,4,5-tetrahydro-benzo[b... Reactants: CN(C)C=1SC=C(N1)CO (2-(N,N-dimethylamino)-4-(hydroxymethyl)thiazole), COC([C@@](N)(C(C)C)N=C=O)=O (α-isocyanato-L-valine methyl ester). The reagents and catalysts are CN(C1=CC=NC=C1)C (4-dimethylaminopyridine). The solvent is ClCCl (dichloromethane), ClCCl (dichloromethane). Yields the product COC([C@@H](NC(=O)OCC=1N=C(SC1)N(C)C)C(C)C)=O (N-((2-(N,N-Dimethylamino)-4-thiazolyl)methoxycarbonyl)valine Methyl Ester). Yield: 94.4%. As a reaction SMILES: [CH3:1][N:2]([C:4]1[S:5][CH:6]=[C:7]([CH2:9][OH:10])[N:8]=1)[CH3:3].[CH3:11][O:12][C:13](=[O:22])[C@:14]([N:19]=[C:20]=[O:21])([CH:16]([CH3:18])[CH3:17])N>CN(C)C1C=CN=CC=1.ClCCl>[CH3:11][O:12][C:13](=[O:22])[C@H:14]([CH:16]([CH3:17])[CH3:18])[NH:19][C:20]([O:10][CH2:9][C:7]1[N:8]=[C:4]([N:2]([CH3:3])[CH3:1])[S:5][CH:6]=1)=[O:21]. Procedure details: A solution of 505 mg (3.19 mmol) of 2-(N,N-dimethylamino)-4-(hydroxymethyl)thiazole, 3.19 mmol of α-isocyanato-L-valine methyl ester, and 100 mg of 4-dimethylaminopyridine in 30 ml of dichloromethane was heated at reflux for 3 h. The resulting solution was allowed to cool, diluted with dichloromethane, washed sequentially with 10% citric acid, aqueous Na2CO3, and brine, dried over Na2SO4, and concentrated in vacuo. The residue was purified by silica gel chromatography using 2% methanol in chloro... The yield is 47.9%. Conditions: time 2 hour. RXN SMILES: C1(OC)C=CC=CC=1.FC(F)(F)C(O)=O.[CH:16]1([CH2:19][N:20]2[C:24]([C:25]3[CH:30]=[CH:29][N:28]=[C:27]([NH:31][C:32]4[CH:37]=[CH:36][C:35]([S:38](=[O:49])(=[O:48])[N:39]([CH2:44][CH2:45][O:46][CH3:47])C(C)(C)C)=[CH:34][CH:33]=4)[N:26]=3)=[CH:23][N:22]=[C:21]2[CH2:50][CH3:51])[CH2:18][CH2:17]1>>[CH:16]1([CH2:19][N:20]2[C:24]([C:25]3[CH:30]=[CH:29][N:28]=[C:27]([NH:31][C:32]4[CH:33]=[CH:34][C:35]([S:38](=[O:48])(=[O:49])[NH:39][CH2:44][CH2:45][O:46][CH3:47])=[CH:36][CH:37]=4)[N:26]=3)=[CH:23][N:22]=[C:21]2[CH2:50][CH3:51])[CH2:18][CH2:17]1. Reactants: C1(=CC=CC=C1)OC (Anisole), FC(C(=O)O)(F)F (trifluoroacetic acid), C1(CC1)CN1C(=NC=C1C1=NC(=NC=C1)NC1=CC=C(C=C1)S(N(C(C)(C)C)CCOC)(=O)=O)CC (4-(1-cyclopropylmethyl-2-ethylimidazol-5-yl)-2-{4-[N-(2-methoxyethyl)-N-(t-butyl)sulphamoyl]anilino}pyrimidine). Reported procedure: Anisole (4.57 ml) followed by trifluoroacetic acid (22 ml) was added to 4-(1-cyclopropylmethyl-2-ethylimidazol-5-yl)-2-{4-[N-(2-methoxyethyl)-N-(t-butyl)sulphamoyl]anilino}pyrimidine (Method 76; 3.7 g, 7.22 mmol). The mixture was stirred at ambient temperature for two hours, the volatiles were evaporated and the residue dissolved in water and then extracted with EtOAc. The aqueous layer was neutralised with saturated aqueous sodium hydrogen carbonate solution and extracted with EtOAc. The extrac... Product: C1(CC1)CN1C(=NC=C1C1=NC(=NC=C1)NC1=CC=C(C=C1)S(NCCOC)(=O)=O)CC (4-(1-Cyclopropylmethyl-2-ethylimidazol-5-yl )-2-{4-[N-(2-methoxyethyl) sulphamoyl]anilino}pyrimidine). Starting materials: N#Cc1c(N)cc(N)nc1Br, CCO, [Na], O. Yields the product CCOc1nc(N)cc(N)c1C#N. Reaction SMILES: [Br:5][c:6]1[c:7]([C:8]#[N:9])[c:10]([NH2:15])[cH:11][c:12]([NH2:14])[n:13]1.[CH3:1][CH2:2][OH:3].[Na:4].[OH2:16]>>[CH3:1][CH2:2][O:3][c:6]1[c:7]([C:8]#[N:9])[c:10]([NH2:15])[cH:11][c:12]([NH2:14])[n:13]1. The reactants are Clc1cccc(Cl)c1Cl, O=[N+]([O-])O, O=S(=O)(O)O. The product is O=[N+]([O-])c1ccc(Cl)c(Cl)c1Cl. Reaction SMILES: [Cl:1][c:2]1[cH:3][cH:4][cH:5][c:6]([Cl:7])[c:8]1[Cl:9].[OH:10][N+:11]([O-:12])=[O:13].[S:14](=[O:15])(=[O:16])([OH:17])[OH:18]>>[Cl:1][c:2]1[cH:3][cH:4][c:5]([N+:11](=[O:10])[O-:12])[c:6]([Cl:7])[c:8]1[Cl:9]. Starting materials: CC(C)(C)OC(=O)N1CC(C=O)C1, CC(C)(C)[O-], CCOC(=O)CP(=O)(OCC)OCC, CCOC(C)=O, Cl, [K+], C1CCOC1. Yields the product CCOC(=O)C=CC1CN(C(=O)OC(C)(C)C)C1. Reaction SMILES: [C:21]([CH3:22])([CH3:23])([CH3:24])[O:25][C:26](=[O:27])[N:28]1[CH2:29][CH:30]([CH:32]=[O:33])[CH2:31]1.[CH3:15][C:16]([CH3:17])([O-:18])[CH3:19].[CH3:1][CH2:2][O:3][C:4](=[O:5])[CH2:6][P:7]([O:8][CH2:9][CH3:10])([O:11][CH2:12][CH3:13])=[O:14].[CH3:40][CH2:41][O:42][C:43](=[O:44])[CH3:45].[ClH:34].[K+:20].[O:35]1[CH2:36][CH2:37][CH2:38][CH2:39]1>>[CH3:1][CH2:2][O:3][C:4](=[O:5])[CH:6]=[CH:32][CH:30]1[CH2:29][N:28]([C:26]([O:25][C:21]([CH3:22])([CH3:23])[CH3:24])=[O:27])[CH2:31]1.